From a dataset of the Open Reaction Database (ORD), a public repository of structured organic reaction records. describe an organic reaction: reactants, conditions, products, and yield Starting materials: N[C@H]([C@H](O)C1=CC=C(C=C1)O)C (4-[(1R,2S)-2-amino-1-hydroxypropyl]-phenol), C(C)(C)NC(C)C (diisopropylamine), BrCCOC1=CC=C(C=C1)C1=CC(=C(C=C1)C(=O)NS(=O)(=O)C)SC(C)C (4′-(2-bromoethoxy)-3-(isopropylthio)-N-(methylsulfonyl)-4-biphenylcarboxamide), O1CCOCC1.Cl (hydrogen chloride 1,4-dioxane). Solvent: CN(C=O)C (N,N-dimethylformamide). Conditions: temperature 100 celsius, time 5 hour. The product is Cl.O[C@@H]([C@H](C)NCCOC1=CC=C(C=C1)C1=CC(=C(C=C1)C(=O)NS(=O)(=O)C)SC(C)C)C1=CC=C(C=C1)O (4′-[2-[[(1S,2R)-2-hydroxy-2-(4-hydroxyphenyl)-1-methylethyl]amino]ethoxy]-3-(isopropylthio)-N-(methylsulfonyl)-4-biphenylcarboxamide hydrochloride). As a reaction SMILES: [NH2:1][C@@H:2]([CH3:12])[C@@H:3]([C:5]1[CH:10]=[CH:9][C:8]([OH:11])=[CH:7][CH:6]=1)[OH:4].C(NC(C)C)(C)C.Br[CH2:21][CH2:22][O:23][C:24]1[CH:29]=[CH:28][C:27]([C:30]2[CH:35]=[CH:34][C:33]([C:36]([NH:38][S:39]([CH3:42])(=[O:41])=[O:40])=[O:37])=[C:32]([S:43][CH:44]([CH3:46])[CH3:45])[CH:31]=2)=[CH:26][CH:25]=1.O1CCOCC1.[ClH:53]>CN(C)C=O>[ClH:53].[OH:4][C@H:3]([C:5]1[CH:10]=[CH:9][C:8]([OH:11])=[CH:7][CH:6]=1)[C@@H:2]([NH:1][CH2:21][CH2:22][O:23][C:24]1[CH:25]=[CH:26][C:27]([C:30]2[CH:35]=[CH:34][C:33]([C:36]([NH:38][S:39]([CH3:42])(=[O:41])=[O:40])=[O:37])=[C:32]([S:43][CH:44]([CH3:45])[CH3:46])[CH:31]=2)=[CH:28][CH:29]=1)[CH3:12] |f:3.4,6.7|. Procedure: To a solution of 4-[(1R,2S)-2-amino-1-hydroxypropyl]-phenol (96.6 mg) in N,N-dimethylformamide (1.00 ml) were added diisopropylamine (156 μl) and 4′-(2-bromoethoxy)-3-(isopropylthio)-N-(methylsulfonyl)-4-biphenylcarboxamide (210 mg) at room temperature and stirred at 100° C. for 5 hours. To the reaction mixture was added hydrogen chloride 1,4-dioxane solution (4M, 464 μl) and stirred at 0° C. The mixture was filtrated and the filtrate was concentrated in vacuo. The residue was washed with ethyl ... Starting materials: [OH-].[K+] (potassium hydroxide), BrC=1C=CC(=C(C1)C(=O)C1=CC=C(C=C1)OC)Cl ((5-bromo-2-chloro-phenyl)-(4-methoxy-phenyl)-methanone), C(C)[SiH](CC)CC (triethylsilane), resultant mixture, C(C)[SiH](CC)CC (triethylsilane), B(F)(F)F.CCOCC (boron trifluoride etherate), B(F)(F)F.CCOCC (boron trifluoride etherate). The solvent is O (water), ClCCl (dichloromethane), C(C)#N (acetonitrile). Conditions: temperature 47.5 celsius, time 3 hour. The product is BrC1=CC(=C(C=C1)Cl)CC1=CC=C(C=C1)OC (1-Bromo-4-chloro-3-(4-methoxy-benzyl)-benzene). RXN SMILES: [Br:1][C:2]1[CH:3]=[CH:4][C:5]([Cl:18])=[C:6]([C:8]([C:10]2[CH:15]=[CH:14][C:13]([O:16][CH3:17])=[CH:12][CH:11]=2)=O)[CH:7]=1.C([SiH](CC)CC)C.B(F)(F)F.CCOCC.[OH-].[K+]>ClCCl.C(#N)C.O>[Br:1][C:2]1[CH:3]=[CH:4][C:5]([Cl:18])=[C:6]([CH2:8][C:10]2[CH:15]=[CH:14][C:13]([O:16][CH3:17])=[CH:12][CH:11]=2)[CH:7]=1 |f:2.3,4.5|. Procedure details: A solution of 86.2 g (5-bromo-2-chloro-phenyl)-(4-methoxy-phenyl)-methanone and 101.5 mL triethylsilane in 75 mL dichloromethane and 150 mL acetonitrile is cooled to 10° C. Then with stirring 50.8 mL of boron trifluoride etherate are added so that the temperature does not exceed 20° C. The solution is stirred for 14 h at ambient temperature, before another 9 mL triethylsilane and 4.4 mL boron trifluoride etherate are added. The solution is stirred for a further 3 h period at 45-50° C. and then c... Starting materials: COC(=O)CBr, CN(C)C=O, O=S(=O)(Nc1ccc2c(c1)nc(-c1ccccc1)n2-c1ccccc1)c1ccc(Cl)cc1, [H-], [Na+], O. Product: COC(=O)CN(c1ccc2c(c1)nc(-c1ccccc1)n2-c1ccccc1)S(=O)(=O)c1ccc(Cl)cc1. RXN SMILES: [CH3:35][O:36][C:37]([CH2:38][Br:39])=[O:40].[CH3:42][N:43]([CH3:44])[CH:45]=[O:46].[Cl:1][c:2]1[cH:3][cH:4][c:5]([S:8](=[O:9])(=[O:10])[NH:11][c:12]2[cH:13][c:14]3[c:15]([n:16](-[c:25]4[cH:26][cH:27][cH:28][cH:29][cH:30]4)[c:17](-[c:19]4[cH:20][cH:21][cH:22][cH:23][cH:24]4)[n:18]3)[cH:31][cH:32]2)[cH:6][cH:7]1.[H-:33].[Na+:34].[OH2:41]>>[Cl:1][c:2]1[cH:3][cH:4][c:5]([S:8](=[O:9])(=[O:10])[N:11]([c:12]2[cH:13][c:14]3[c:15]([n:16](-[c:25]4[cH:26][cH:27][cH:28][cH:29][cH:30]4)[c:17](-[c:19]4[cH:20][cH:21][cH:22][cH:23][cH:24]4)[n:18]3)[cH:31][cH:32]2)[CH2:38][C:37]([O:36][CH3:35])=[O:40])[cH:6][cH:7]1. Reactants: aqueous solution, [OH-].[Na+] (sodium hydroxide), BrCC (bromoethane), ClC=1C=C2C=CNC2=CC1 (5-chloroindole), [Cl-].[NH4+] (ammonium chloride). The reagents and catalysts are [Br-].C(CCC)[N+](CCCC)(CCCC)CCCC (tetrabutylammonium bromide). Solvent: C1=CC=CC=C1 (benzene), ClCCl (dichloromethane), O (water). Run at time 40 hour. Yields the product ClC=1C=C2C=CN(C2=CC1)CC (5-Chloro-1-ethylindole). Reaction SMILES: [Cl:1][C:2]1[CH:3]=[C:4]2[C:8](=[CH:9][CH:10]=1)[NH:7][CH:6]=[CH:5]2.[OH-].[Na+].Br[CH2:14][CH3:15].[Cl-].[NH4+]>C1C=CC=CC=1.[Br-].C([N+](CCCC)(CCCC)CCCC)CCC.ClCCl.O>[Cl:1][C:2]1[CH:3]=[C:4]2[C:8](=[CH:9][CH:10]=1)[N:7]([CH2:14][CH3:15])[CH:6]=[CH:5]2 |f:1.2,4.5,7.8|. Reported procedure: In benzene (10 ml), 5-chloroindole (1.52 g) was dissolved, followed by the addition of a 50% aqueous solution of sodium hydroxide (10 ml), tetrabutylammonium bromide (161 mg) and bromoethane (1.64 g). The resulting mixture was stirred at room temperature for 40 hours. After the addition of a saturated aqueous solution of ammonium chloride to the reaction mixture, water and dichloromethane were added to separate the organic layer. After the organic layer was dried over anhydrous sodium sulfate, t... The reactants are S(=O)(Cl)Cl (thionylchloride), BrC=1C=C(C=NC1)CO ((5-bromopyridin-3-yl)methanol), [OH-].[Na+] (NaOH). The solvent is C(Cl)Cl (DCM). The product is BrC=1C=NC=C(C1)CCl (3-Bromo-5-chloromethyl-pyridine). Isolated yield 93.2%. RXN SMILES: [Br:1][C:2]1[CH:3]=[C:4]([CH2:8]O)[CH:5]=[N:6][CH:7]=1.S(Cl)([Cl:12])=O.[OH-].[Na+]>C(Cl)Cl>[Br:1][C:2]1[CH:7]=[N:6][CH:5]=[C:4]([CH2:8][Cl:12])[CH:3]=1 |f:2.3|. Reported procedure: To a solution of (5-bromopyridin-3-yl)methanol (3 g, 16.0 mmol) in DCM (15 mL) cooled to 0° C. was added thionylchloride (7.59 g, 63.8 mmol) dropwise and the reaction mixture was stirred at room temperature over night. The mixture was poured onto ice/water (20 mL), basified with NaOH conc. (8 mL) and extracted with EtOAc (2×50 mL). Combined organics were dried over Na2SO4, filtered and evaporated to dryness. The residue was purified by silica gel flash chromatography eluting with a 0 to 40% EtOA... The reactants are N(=[N+]=[N-])CCCCC(=O)C1C(OC(OC1=O)(C)C)=O (5-(5-Azidopentanoyl)-2,2-dimethyl-1,3-dioxane-4,6-dione), OCCC#N (3-hydroxypropionitrile), C(=O)=O (CO2), [N+](=O)([O-])C1=CC=C(C=O)C=C1 (4-nitrobenzaldehyde), N1CCCCC1 (piperidine), C(C)(=O)O (acetic acid). Solvent: CCOC(=O)C (AcOEt), CCCCCC (Hexane), CC(C)O (2-propanol). Reaction conditions: time 48 hour. The product is C(#N)CCOC(C(C(CCCCN=[N+]=[N-])=O)=CC1=CC=C(C=C1)[N+](=O)[O-])=O (7-azido-2-[(4-nitrophenyl)methylene]-3-oxoheptanoicacid2-cyanoethyl ester), oil. Isolated yield 51.0%. As a reaction SMILES: [N:1]([CH2:4][CH2:5][CH2:6][CH2:7][C:8]([CH:10]1[C:15](=[O:16])[O:14][C:13]([CH3:18])(C)O[C:11]1=O)=[O:9])=[N+:2]=[N-:3].OCC[C:23]#[N:24].C(=O)=O.[N+:28]([C:31]1[CH:38]=[CH:37][C:34](C=O)=[CH:33][CH:32]=1)([O-:30])=[O:29].N1CCCCC1.C(O)(=O)C>CC(O)C.CCOC(C)=O.CCCCCC>[C:23]([CH2:18][CH2:13][O:14][C:15](=[O:16])[C:10](=[CH:11][C:34]1[CH:37]=[CH:38][C:31]([N+:28]([O-:30])=[O:29])=[CH:32][CH:33]=1)[C:8](=[O:9])[CH2:7][CH2:6][CH2:5][CH2:4][N:1]=[N+:2]=[N-:3])#[N:24]. Reported procedure: 5-(5-Azidopentanoyl)-2,2-dimethyl-1,3-dioxane-4,6-dione was heated with 3-hydroxypropionitrile (2.42 g, 34.0 mmol) at 80° C. until no more CO2 was released. After cooling to room temperature, the mixture was diluted with 150 ml of 2-propanol, and 4-nitrobenzaldehyde (4.60 g, 30.3 mmol), piperidine (130 mg, 1.50 mmol) and acetic acid (90 mg, 1.50 mmol) were added. The mixture was stirred at room temperature for 48 hrs. The product, 7-azido-2-[(4-nitrophenyl)methylene]-3-oxoheptanoicacid2-cyanoeth... Starting materials: COC(=O)C1(CC(C1)OS(=O)(=O)C(C(F)(F)OC(C(CC(CCCCCCCCC(=O)O)I)(F)F)(F)F)(F)F)NC(=O)OC(C)(C)C (1-tert-butoxycarbonylamino-3-[2-(12-carboxy-1,1,2,2-tetrafluoro-4-iodododecyloxy)-1,1,2,2-tetrafluoroethanesulfonyloxy]-cyclobutane carboxylic acid methyl ester), C(C)(=O)O (acetic acid). The reagents and catalysts are [Zn] (zinc). Run in C(C)OCC (diethyl ether). Yields the product COC(=O)C1(CC(C1)OS(=O)(=O)C(C(F)(F)OC(C(CCCCCCCCCCC(=O)O)(F)F)(F)F)(F)F)NC(=O)OC(C)(C)C (1-tert-butoxycarbonylamino-3-[2-(12-carboxy-1,1, 2,2-tetrafluorododecyloxy)-1,1,2,2-tetrafluoroethanesulfonyloxy]-cyclobutane carboxylic acid methyl ester). RXN SMILES: [CH3:1][O:2][C:3]([C:5]1([NH:40][C:41]([O:43][C:44]([CH3:47])([CH3:46])[CH3:45])=[O:42])[CH2:8][CH:7]([O:9][S:10]([C:13]([F:39])([F:38])[C:14]([O:17][C:18]([F:37])([F:36])[C:19]([F:35])([F:34])[CH2:20][CH:21](I)[CH2:22][CH2:23][CH2:24][CH2:25][CH2:26][CH2:27][CH2:28][CH2:29][C:30]([OH:32])=[O:31])([F:16])[F:15])(=[O:12])=[O:11])[CH2:6]1)=[O:4].C(O)(=O)C>C(OCC)C.[Zn]>[CH3:1][O:2][C:3]([C:5]1([NH:40][C:41]([O:43][C:44]([CH3:47])([CH3:46])[CH3:45])=[O:42])[CH2:8][CH:7]([O:9][S:10]([C:13]([F:38])([F:39])[C:14]([O:17][C:18]([F:37])([F:36])[C:19]([F:35])([F:34])[CH2:20][CH2:21][CH2:22][CH2:23][CH2:24][CH2:25][CH2:26][CH2:27][CH2:28][CH2:29][C:30]([OH:32])=[O:31])([F:16])[F:15])(=[O:12])=[O:11])[CH2:6]1)=[O:4]. Procedure: To the solution of 1-tert-butoxycarbonylamino-3-[2-(12-carboxy-1,1,2,2-tetrafluoro-4-iodododecyloxy)-1,1,2,2-tetrafluoroethanesulfonyloxy]-cyclobutane carboxylic acid methyl ester in diethyl ether was added an excess of zinc metal followed-by acetic acid. The mixture was heated at reflux for 1 hour. The mixture was cooled and the solvent decanted off taking care no zinc metal passed out of the reaction vessel. The solvent was removed at reduced pressure at ambient pressure. The reactants are Cc1ccccc1, COC(=O)c1ccc2c(c1)C(NC(=O)CCl)c1ccccc1CO2, c1c[nH]cn1. Product: COC(=O)c1ccc2c(c1)C(NC(=O)Cn1ccnc1)c1ccccc1CO2. Reaction SMILES: [CH3:30][c:31]1[cH:32][cH:33][cH:34][cH:35][cH:36]1.[Cl:1][CH2:2][C:3](=[O:4])[NH:5][CH:6]1[c:7]2[c:8]([cH:17][cH:18][c:19]([C:21](=[O:22])[O:23][CH3:24])[cH:20]2)[O:9][CH2:10][c:11]2[c:12]1[cH:13][cH:14][cH:15][cH:16]2.[nH:25]1[cH:26][n:27][cH:28][cH:29]1>>[CH2:2]([C:3](=[O:4])[NH:5][CH:6]1[c:7]2[c:8]([cH:17][cH:18][c:19]([C:21](=[O:22])[O:23][CH3:24])[cH:20]2)[O:9][CH2:10][c:11]2[c:12]1[cH:13][cH:14][cH:15][cH:16]2)[n:25]1[cH:26][n:27][cH:28][cH:29]1. The reactants are [H-].[Na+] (sodium hydride), N1C=CC2=CC=CN=C12 (7-azaindol), BrCC(=O)OC (methyl bromoacetate). The solvent is CN(C=O)C (dimethylformamide). Product: N1(C=CC2=CC=CN=C12)CC(=O)OC (Methyl 7-azaindol-1-acetate). Reaction SMILES: [H-].[Na+].[NH:3]1[C:11]2[C:6](=[CH:7][CH:8]=[CH:9][N:10]=2)[CH:5]=[CH:4]1.Br[CH2:13][C:14]([O:16][CH3:17])=[O:15]>CN(C)C=O>[N:3]1([CH2:13][C:14]([O:16][CH3:17])=[O:15])[C:11]2[C:6](=[CH:7][CH:8]=[CH:9][N:10]=2)[CH:5]=[CH:4]1 |f:0.1|. Procedure details: A procedure similar to that described in Preparation 12 was repeated, except that 1.90 g of sodium hydride (as a 55% by weight dispersion in mineral oil), 4.95 g of 7-azaindol, 100 ml of dimethylformamide and 4.2 ml of methyl bromoacetate were used, to give 7.70 g of the title compound having Rf=0.33 (on silica gel thin layer chromatography using a 2:1 by volume mixture of hexane and ethyl acetate as the developing solvent). Reactants: C(CC(=O)OCC)(=O)OCC (diethyl malonate), [H-].[Na+] (sodium hydride), ClC1=C(C=NC=C1)[N+](=O)[O-] (4-chloro-3-nitropyridine). Solvent: C1(=CC=CC=C1)C (toluene), C1(=CC=CC=C1)C (toluene). Reaction conditions: time 30 minute. The product is C(C)OC(C(C(=O)OCC)C1=C(C=NC=C1)[N+](=O)[O-])=O (3-Nitro-4-pyridinyl-propanedioic acid diethyl ester). Yield: 18.2%. Reaction SMILES: [H-].[Na+].[C:3]([O:11][CH2:12][CH3:13])(=[O:10])[CH2:4][C:5]([O:7][CH2:8][CH3:9])=[O:6].Cl[C:15]1[CH:20]=[CH:19][N:18]=[CH:17][C:16]=1[N+:21]([O-:23])=[O:22]>C1(C)C=CC=CC=1>[CH2:12]([O:11][C:3](=[O:10])[CH:4]([C:15]1[CH:20]=[CH:19][N:18]=[CH:17][C:16]=1[N+:21]([O-:23])=[O:22])[C:5]([O:7][CH2:8][CH3:9])=[O:6])[CH3:13] |f:0.1|. Procedure details: To a suspension of 3.05 g of 60% sodium hydride (76.0 mmol) in toluene (50 mL) in a 250 mL RB flask was added 12.2 g of diethyl malonate (76.0 mmol) dropwise. The reaction mixture was stirred for 30 min under nitrogen, and a solution of 10.8 g of 4-chloro-3-nitropyridine (prepared according to the procedure of Houston et al. J. Med. Chem. 1985, 28, 467) in toluene (50 mL) was added dropwise and the resulting mixture refluxed for 4 hours. The reaction mixture was concentrate, and the residue was ...